From a dataset of the Open Reaction Database (ORD), a public repository of structured organic reaction records. describe an organic reaction: reactants, conditions, products, and yield The reactants are C1=CC=CC=2NC3=C(NC(C21)=O)C=CC=C3 (5,10-dihydro-11H-dibenzo[b,e][1,4]diazepin-11-one), C(CCC)[Li] (n-butyl-lithium), BrCCCCCCN1CCCCC1 (1-bromo-6-(1-piperidinyl)-hexane). Solvent: C(C)#N (acetonitrile). Yields the product N1(CCCCC1)CCCCCCN1C2=C(NC(C3=C1C=CC=C3)=O)C=CC=C2 (5,10-Dihydro-5-[6-(1-piperidinyl)-hexyl]-11H-dibenzo[b,e][1,4]diazepin-11-one). Isolated yield 46.0%. As a reaction SMILES: [CH:1]1[C:11]2[C:10](=[O:12])[NH:9][C:8]3[CH:13]=[CH:14][CH:15]=[CH:16][C:7]=3[NH:6][C:5]=2[CH:4]=[CH:3][CH:2]=1.C([Li])CCC.Br[CH2:23][CH2:24][CH2:25][CH2:26][CH2:27][CH2:28][N:29]1[CH2:34][CH2:33][CH2:32][CH2:31][CH2:30]1>C(#N)C>[N:29]1([CH2:28][CH2:27][CH2:26][CH2:25][CH2:24][CH2:23][N:6]2[C:5]3[CH:4]=[CH:3][CH:2]=[CH:1][C:11]=3[C:10](=[O:12])[NH:9][C:8]3[CH:13]=[CH:14][CH:15]=[CH:16][C:7]2=3)[CH2:34][CH2:33][CH2:32][CH2:31][CH2:30]1. Reported procedure: Prepared analogously to Example 6 from 5,10-dihydro-11H-dibenzo[b,e][1,4]diazepin-11-one, n-butyl-lithium and 1-bromo-6-(1-piperidinyl)-hexane in a yield of 46% of theory. Colourless crystals, m.p. 124°-125° C. (from acetonitrile using activated charcoal).